This data is from the Open Reaction Database (ORD), a public repository of structured organic reaction records. The task is: describe an organic reaction: reactants, conditions, products, and yield Starting materials: BrC1C(NC(S1)=O)=O (5-bromo-thiazolidine-2,4-dione), CC1=NC(=CC=C1)S (2-methyl-6-mercaptopyridine). Yields the product CC1=NC(=CC=C1)SC2C(=O)NC(=O)S2 (5-(6-Methyl-pyridine-2-sulfanyl)-thiazolidine-2,4-dione). RXN SMILES: Br[CH:2]1[S:6][C:5](=[O:7])[NH:4][C:3]1=[O:8].[CH3:9][C:10]1[CH:15]=[CH:14][CH:13]=[C:12]([SH:16])[N:11]=1>>[CH3:9][C:10]1[CH:15]=[CH:14][CH:13]=[C:12]([S:16][CH:2]2[S:6][C:5](=[O:7])[NH:4][C:3]2=[O:8])[N:11]=1. Procedure: This compound was prepared from 5-bromo-thiazolidine-2,4-dione and 2-methyl-6-mercaptopyridine (A. D. Dunn, R. Norfie, J. L'Hostis,and S. Marjot J.Prak. Chem.-Chem. Zt. 1992, 334, 119-125) according to the procedure described in Example 1: mp 114-115. Reactants: C1CCOC1, CCOC(C)=O, CCOC(=O)N=NC(=O)OCC, O=C1CCOc2cc(O)ccc21, c1ccc(P(c2ccccc2)c2ccccc2)cc1, OCCn1ccnc1. The product is O=C1CCOc2cc(OCCn3ccnc3)ccc21. Reaction SMILES: [CH2:52]1[O:53][CH2:54][CH2:55][CH2:56]1.[CH3:57][CH2:58][O:59][C:60]([CH3:61])=[O:62].[O:40]=[C:41]([O:42][CH2:43][CH3:44])[N:45]=[N:46][C:47]([O:48][CH2:49][CH3:50])=[O:51].[OH:1][c:2]1[cH:3][cH:4][c:5]2[c:10]([cH:11]1)[O:9][CH2:8][CH2:7][C:6]2=[O:12].[c:21]1([P:22]([c:23]2[cH:24][cH:25][cH:26][cH:27][cH:28]2)[c:29]2[cH:30][cH:31][cH:32][cH:33][cH:34]2)[cH:35][cH:36][cH:37][cH:38][cH:39]1.[n:13]1([CH2:18][CH2:19][OH:20])[cH:14][n:15][cH:16][cH:17]1>>[O:1]([c:2]1[cH:3][cH:4][c:5]2[c:10]([cH:11]1)[O:9][CH2:8][CH2:7][C:6]2=[O:12])[CH2:19][CH2:18][n:13]1[cH:14][n:15][cH:16][cH:17]1. Starting materials: [BH4-], CI, CCO, N#CSc1ccc(F)c(C#N)c1, [Na+], O. Product: CSc1ccc(F)c(C#N)c1. As a reaction SMILES: [BH4-:1].[CH3:15][I:16].[CH3:18][CH2:19][OH:20].[F:3][c:4]1[c:5]([C:6]#[N:7])[cH:8][c:9]([S:12][C:13]#[N:14])[cH:10][cH:11]1.[Na+:2].[OH2:17]>>[F:3][c:4]1[c:5]([C:6]#[N:7])[cH:8][c:9]([S:12][CH3:13])[cH:10][cH:11]1. Starting materials: CC(=O)C1=CC=C(C=C1)N (4-aminoacetophenone), [N-]=C=O.COC([C@@H](N)[C@H](OC(C)=O)C)=O (O-acetylthreonine methyl ester isocyanate), Cl.NO (hydroxylamine hydrochloride), C(OC)(OC)OC (trimethyl orthoformate). The solvent is C1CCOC1 (THF), C1CCOC1 (THF), N1=CC=CC=C1 (pyridine). Run at time 3 hour. Product: ON=C(C)C1=CC=C(C=C1)NC(=O)NC(C(C)OC(C)=O)C(=O)OC (N-[4-(1-hydroxyiminoethyl)phenyl]-N'-(1-methoxycarbonyl-2-acetyloxypropyl)urea). RXN SMILES: [CH3:1][C:2]([C:4]1[CH:9]=[CH:8][C:7]([NH2:10])=[CH:6][CH:5]=1)=O.[N-:11]=[C:12]=[O:13].[CH3:14][O:15][C:16](=[O:25])[C@H:17]([C@@H:19]([CH3:24])[O:20][C:21](=[O:23])[CH3:22])N.Cl.[NH2:27][OH:28].C(OC)(OC)OC>C1COCC1.N1C=CC=CC=1>[OH:28][N:27]=[C:2]([C:4]1[CH:9]=[CH:8][C:7]([NH:10][C:12]([NH:11][CH:17]([C:16]([O:15][CH3:14])=[O:25])[CH:19]([O:20][C:21](=[O:23])[CH3:22])[CH3:24])=[O:13])=[CH:6][CH:5]=1)[CH3:1] |f:1.2,3.4|. Reported procedure: A solution of 2.7 g 4-aminoacetophenone in 40 mL THF is added dropwise to a solution of 0.02 mol of O-acetylthreonine methyl ester isocyanate and 5 mL pyridine in 40 mL THF, and the reaction mixture is stirred for 3 hours. The solvent is then removed by rotary evaporator. The residue is dispersed in 50 mL CH3OH, and 0.222 mol hydroxylamine hydrochloride and 0.06 mol trimethyl orthoformate are added. The reaction mixture is heated to reflux for 10 hours. The solvent is removed by rotary evaporato... Starting materials: O (water), II (Iodine), C(C=C)C1=C(C=CC=C1)S(=O)(=O)N (2-(2-propenyl)benzenesulfonamide), C([O-])([O-])=O.[K+].[K+] (potassium carbonate). Solvent: N#N (N2). Reaction conditions: time 20 minute. Product: C1N2S(C3=C(CC21)C=CC=C3)(=O)=O (8,8a-dihydro-1H-azirino[1,2-b][1,2]benzothiazine 3,3-dioxide). Reaction SMILES: II.[CH2:3]([C:6]1[CH:11]=[CH:10][CH:9]=[CH:8][C:7]=1[S:12]([NH2:15])(=[O:14])=[O:13])[CH:4]=[CH2:5].C(=O)([O-])[O-].[K+].[K+].O>N#N>[CH2:5]1[CH:4]2[N:15]1[S:12](=[O:13])(=[O:14])[C:7]1[CH:8]=[CH:9][CH:10]=[CH:11][C:6]=1[CH2:3]2 |f:2.3.4|. Reported procedure: Iodine (6.51 g, 26.7 mmol) was added in one portion to a solution of 2-(2-propenyl)benzenesulfonamide (2.53 g, 12.8 mmol) in N2-degassed dichloromethane (125 mL) containing potassium carbonate (7.09 g, 51.3 mmol). After stirring for 20 min, water (50 mL, containing 2 g of sodium metabisulfite) was carefully added. The layers were separated and the aqueous layer was extracted with dichloromethane (25 mL). The combined organic layers were washed with water (25 mL). To the combined organic layers w... The reactants are CC(=O)O[BH-](OC(C)=O)OC(C)=O, CC(=O)O, ClCCCl, CCOC(=O)CCc1ccc(N)cc1F, [Na+], Cc1cc(O)cc(C)c1-c1cccc(C=O)c1. The product is CCOC(=O)CCc1ccc(NCc2cccc(-c3c(C)cc(O)cc3C)c2)cc1F. As a reaction SMILES: [C:37]([O:38][BH-:39]([O:40][C:41](=[O:42])[CH3:43])[O:44][C:45](=[O:46])[CH3:47])(=[O:48])[CH3:49].[CH3:33][C:34](=[O:35])[OH:36].[Cl:51][CH2:52][CH2:53][Cl:54].[NH2:18][c:19]1[cH:20][c:21]([F:32])[c:22]([CH2:25][CH2:26][C:27](=[O:28])[O:29][CH2:30][CH3:31])[cH:23][cH:24]1.[Na+:50].[OH:1][c:2]1[cH:3][c:4]([CH3:17])[c:5](-[c:9]2[cH:10][c:11]([CH:15]=[O:16])[cH:12][cH:13][cH:14]2)[c:6]([CH3:8])[cH:7]1>>[OH:1][c:2]1[cH:3][c:4]([CH3:17])[c:5](-[c:9]2[cH:10][c:11]([CH2:15][NH:18][c:19]3[cH:20][c:21]([F:32])[c:22]([CH2:25][CH2:26][C:27](=[O:28])[O:29][CH2:30][CH3:31])[cH:23][cH:24]3)[cH:12][cH:13][cH:14]2)[c:6]([CH3:8])[cH:7]1. Yields the product hexanes diethyl ether, COC(\C(=C\CC1CCCC1)\C1=CC=C(C=C1)S(=O)(=O)C)=O ((E)-4-cyclopentyl-2-(4-methanesulfonyl-phenyl)-but-2-enoic acid methyl ester). Run in O1CCCC1 (tetrahydrofuran), O1CCCC1 (tetrahydrofuran), O1CCCC1 (tetrahydrofuran), O1CCCC1 (tetrahydrofuran), O1CCCC1 (tetrahydrofuran). As a reaction SMILES: BrCCBr.C[Si](Cl)(C)C.[CH3:10][O:11][C:12](=[O:22])/[C:13](/I)=[CH:14]\[CH2:15][CH:16]1[CH2:20][CH2:19][CH2:18][CH2:17]1.C1(P(C2C=CC=CC=2)C2C=CC=CC=2)C=CC=CC=1.[CH3:42][S:43]([C:46]1[CH:51]=[CH:50][C:49](Br)=[CH:48][CH:47]=1)(=[O:45])=[O:44].[Cl-].[NH4+]>O1CCCC1.[Zn].C1C=CC(/C=C/C(/C=C/C2C=CC=CC=2)=O)=CC=1.C1C=CC(/C=C/C(/C=C/C2C=CC=CC=2)=O)=CC=1.[Pd]>[CH3:10][O:11][C:12](=[O:22])/[C:13](/[C:49]1[CH:50]=[CH:51][C:46]([S:43]([CH3:42])(=[O:45])=[O:44])=[CH:47][CH:48]=1)=[CH:14]/[CH2:15][CH:16]1[CH2:20][CH2:19][CH2:18][CH2:17]1 |f:5.6,9.10.11|. Reaction conditions: temperature 25 celsius, time 15 minute. Reactants: COC(/C(=C\CC1CCCC1)/I)=O ((E)-4-cyclopentyl-2-iodo-but-2-enoic acid methyl ester), C1(=CC=CC=C1)P(C1=CC=CC=C1)C1=CC=CC=C1 (triphenylphosphine), C[Si](C)(C)Cl (trimethylsilyl chloride), [Cl-].[NH4+] (ammonium chloride), BrCCBr (1,2-dibromoethane), CS(=O)(=O)C1=CC=C(C=C1)Br (4-bromophenyl methyl sulfone). The reagents and catalysts are C=1C=CC(=CC1)/C=C/C(=O)/C=C/C2=CC=CC=C2.C=1C=CC(=CC1)/C=C/C(=O)/C=C/C2=CC=CC=C2.[Pd] (bis(dibenzylideneacetone)palladium(0)), [Zn] (zinc), [Zn] (zinc), [Zn] (zinc), [Zn] (zinc), [Zn] (zinc), [Zn] (zinc). Isolated yield 85.3%. Procedure: A mixture of zinc dust (0.98 g, 15 mmol, Aldrich, −325 mesh) and dry tetrahydrofuran (3 mL) under argon was treated with 1,2-dibromoethane (0.14 g, 0.75 mmol). The zinc suspension was then heated with a heat gun to ebullition, allowed to cool, and heated again. This process was repeated three times to make sure the zinc dust was activated. The activated zinc dust suspension was then treated with trimethylsilyl chloride (82 mg, 0.75 mmol), and the suspension was stirred for 15 min at 25° C. The r... The reactants are C#CCN1CC(=O)N(CO)C1=O, CCOC(=O)C(F)=CC1C(C(=O)O)C1(C)C, ClC(Cl)Cl. The product is C#CCN1CC(=O)N(COC(=O)C2C(C=C(F)C(=O)OCC)C2(C)C)C1=O. As a reaction SMILES: [CH2:17]([C:18]#[CH:19])[N:20]1[C:21](=[O:28])[N:22]([CH2:26][OH:27])[C:23](=[O:25])[CH2:24]1.[CH3:1][C:2]1([CH3:16])[CH:3]([C:13](=[O:14])[OH:15])[CH:4]1[CH:5]=[C:6]([C:7]([O:8][CH2:9][CH3:10])=[O:11])[F:12].[CH:29]([Cl:30])([Cl:31])[Cl:32]>>[CH3:1][C:2]1([CH3:16])[CH:3]([C:13](=[O:14])[O:15][CH2:26][N:22]2[C:21](=[O:28])[N:20]([CH2:17][C:18]#[CH:19])[CH2:24][C:23]2=[O:25])[CH:4]1[CH:5]=[C:6]([C:7]([O:8][CH2:9][CH3:10])=[O:11])[F:12]. Starting materials: BrC1c2ccccc2-c2ccccc21, CC#N, ClC(Cl)Cl, O=C(CCc1cccnc1)NCCCCC1CCNCC1, [Na+], [OH-]. The product is O=C(CCc1cccnc1)NCCCCC1CCN(C2c3ccccc3-c3ccccc32)CC1. As a reaction SMILES: [Br:22][CH:23]1[c:24]2[cH:25][cH:26][cH:27][cH:28][c:29]2-[c:30]2[cH:31][cH:32][cH:33][cH:34][c:35]21.[CH3:42][C:43]#[N:44].[Cl:36][CH:37]([Cl:38])[Cl:39].[NH:1]1[CH2:2][CH2:3][CH:4]([CH2:7][CH2:8][CH2:9][CH2:10][NH:11][C:12]([CH2:13][CH2:14][c:15]2[cH:16][n:17][cH:18][cH:19][cH:20]2)=[O:21])[CH2:5][CH2:6]1.[Na+:41].[OH-:40]>>[N:1]1([CH:23]2[c:24]3[cH:25][cH:26][cH:27][cH:28][c:29]3-[c:30]3[cH:31][cH:32][cH:33][cH:34][c:35]32)[CH2:2][CH2:3][CH:4]([CH2:7][CH2:8][CH2:9][CH2:10][NH:11][C:12]([CH2:13][CH2:14][c:15]2[cH:16][n:17][cH:18][cH:19][cH:20]2)=[O:21])[CH2:5][CH2:6]1. Starting materials: C(#N)C=1N(C(=CC1)C=1C=C2C(C(NC2=C(C1)F)=O)(C)C)C(=O)OC(C)(C)C (tert-butyl 2-cyano-5-(7-fluoro-3,3-dimethyl-2-oxo-2,3-dihydro-1H-indol-5-yl)-1H-pyrrole-1-carboxylate). The solvent is CC(=O)N(C)C (dimethylacetamide), C(C)(=O)OCC (ethyl acetate). Reaction conditions: temperature 180 celsius. Yields the product FC=1C=C(C=C2C(C(NC12)=O)(C)C)C1=CC=C(N1)C#N (5-(7-fluoro-3,3-dimethyl-2-oxo-2,3-dihydro-1H-indol-5-yl)-1H-pyrrole-2-carbonitrile). Isolated yield 89.9%. RXN SMILES: [C:1]([C:3]1[N:4](C(OC(C)(C)C)=O)[C:5]([C:8]2[CH:9]=[C:10]3[C:14](=[C:15]([F:17])[CH:16]=2)[NH:13][C:12](=[O:18])[C:11]3([CH3:20])[CH3:19])=[CH:6][CH:7]=1)#[N:2]>CC(N(C)C)=O.C(OCC)(=O)C>[F:17][C:15]1[CH:16]=[C:8]([C:5]2[NH:4][C:3]([C:1]#[N:2])=[CH:7][CH:6]=2)[CH:9]=[C:10]2[C:14]=1[NH:13][C:12](=[O:18])[C:11]2([CH3:20])[CH3:19]. Procedure: tert-butyl 2-cyano-5-(7-fluoro-3,3-dimethyl-2-oxo-2,3-dihydro-1H-indol-5-yl)-1H-pyrrole-1-carboxylate (0.18 g, 0.50 mmol) was dissolved in 10 mL of dimethylacetamide and the solution was heated to 180° C. for 1 h. The mixture was cooled, diluted with ethyl acetate and washed with water, saturated aqueous NaCl, dried over MgSO4, and concentrated. Flash chromatography (25% acetone/hexane) afforded 0.121 g (91%) of the title compound as a white solid.